Dataset: the Open Reaction Database (ORD), a public repository of structured organic reaction records. Task: describe an organic reaction: reactants, conditions, products, and yield RXN SMILES: C([Li])(C)(C)C.[CH3:6][O:7][C:8]1[CH:13]=[N:12][CH:11]=[C:10](I)[N:9]=1.[N:15]12[CH2:22][CH2:21][CH:18]([CH2:19][CH2:20]1)[CH2:17][C:16]2=O.[OH2:24]>CCCCC.CCOCC>[CH3:6][O:7][C:8]1[CH:13]=[N:12][CH:11]=[C:10]([C:17]2([OH:24])[CH:18]3[CH2:21][CH2:22][N:15]([CH2:20][CH2:19]3)[CH2:16]2)[N:9]=1. The product is COC1=NC(=CN=C1)C2(CN3CCC2CC3)O (3-[2-(6-methoxypyrazin)yl]-1-azabicyclo [2.2.2]octan-3-ol). Run at time 2 hour. Starting materials: N12C(CC(CC1)CC2)=O (quinuclidinone), C(C)(C)(C)[Li] (t-Butyllithium), solution, COC1=NC(=CN=C1)I (2-methoxy-6-iodopyrazine), O (Water). Procedure details: t-Butyllithium (20 ml of a 1.7M solution in pentane, 35.3 mmol) was added dropwise to a rapidly stirred solution of 2-methoxy-6-iodopyrazine (4.17 g, 17.6 mmol) in ether (80 ml), at -40° C. After 0.25 h a solution of quinuclidinone (2.21 g, 17.6 mmol) in ether (60 ml) was added dropwise and the reaction mixture warmed to room temperature and stirred for 2 h. Water (35 ml) was added and extracted with ethylacetate (4×100 ml). The combined extracts were dried (Na2SO4), the solvent removed under va... The solvent is CCOCC (ether), CCCCC (pentane), CCOCC (ether). The reactants are Brc1ccc2c(c1)CCN2, CS(=O)(=O)Cl, [H-], [Na+], CN(C)C=O. Product: CS(=O)(=O)N1CCc2cc(Br)ccc21. As a reaction SMILES: [Br:3][c:4]1[cH:5][c:6]2[c:10]([cH:11][cH:12]1)[NH:9][CH2:8][CH2:7]2.[CH3:13][S:14]([Cl:15])(=[O:16])=[O:17].[H-:1].[Na+:2].[O:18]=[CH:19][N:20]([CH3:21])[CH3:22]>>[Br:3][c:4]1[cH:5][c:6]2[c:10]([cH:11][cH:12]1)[N:9]([S:14]([CH3:13])(=[O:16])=[O:17])[CH2:8][CH2:7]2.